From a dataset of the Open Reaction Database (ORD), a public repository of structured organic reaction records. describe an organic reaction: reactants, conditions, products, and yield The reactants are COC=1C=C(C=C(C1)OC)C1=NN(C(=C1)N)C (3-(3,5-dimethoxyphenyl)-1-methyl-1H-pyrazol-5-amine), C(C)OC(CC(C)=O)=O (3-oxo-butyric acid ethyl ester). Solvent: C(C)(=O)O (acetic acid). The product is COC=1C=C(C=C(C1)OC)C1=NN(C=2NC(C=C(C21)C)=O)C (3-(3,5-dimethoxyphenyl)-1,4-dimethyl-1H-pyrazolo[3,4-b]pyridin-6(7H)-one). The yield is 60.0%. RXN SMILES: [CH3:1][O:2][C:3]1[CH:4]=[C:5]([C:11]2[CH:15]=[C:14]([NH2:16])[N:13]([CH3:17])[N:12]=2)[CH:6]=[C:7]([O:9][CH3:10])[CH:8]=1.C([O:20][C:21](=O)[CH2:22][C:23](=O)[CH3:24])C>C(O)(=O)C>[CH3:10][O:9][C:7]1[CH:6]=[C:5]([C:11]2[C:15]3[C:23]([CH3:24])=[CH:22][C:21](=[O:20])[NH:16][C:14]=3[N:13]([CH3:17])[N:12]=2)[CH:4]=[C:3]([O:2][CH3:1])[CH:8]=1. Reported procedure: A solution of 3-(3,5-dimethoxyphenyl)-1-methyl-1H-pyrazol-5-amine (1.3 g, 5.57 mmol) and 3-oxo-butyric acid ethyl ester (1.09 g, 8.36 mmol) in acetic acid (5 ml) was stirred at 150° C. for 18 h. The solution was evaporated under reduced pressure and the resulting crude product was purified by column chromatography (eluent 10% MeOH in CH2Cl2) to yield 1.0 g (60%) of the title compound. [1H-NMR (DMSO-d6, 360 MHz): δ 6.68 (d, 2H), 6.56 (s, 1H), 6.18 (s, 1H), 3.90 (s, 3H), 3.78 (s, 6H), 2.24 (s, 3H)... The reactants are C1(=CC=CC=C1)C(C1CN(CC1)CC(=O)OC)C=1C=C(C=CC1)C (methyl 2-(3-(phenyl(m-tolyl)methyl)pyrrolidin-1-yl)acetate), [OH-].[Li+] (lithium hydroxide). Solvent: C1CCOC1 (THF), O (water). Conditions: time 4 hour. The product is C1(=CC=CC=C1)C(C1CN(CC1)CC(=O)O)C=1C=C(C=CC1)C (2-(3-(phenyl(m-tolyl)methyl)pyrrolidin-1-yl)acetic acid). Isolated yield 50.2%. As a reaction SMILES: [C:1]1([CH:7]([C:18]2[CH:19]=[C:20]([CH3:24])[CH:21]=[CH:22][CH:23]=2)[CH:8]2[CH2:12][CH2:11][N:10]([CH2:13][C:14]([O:16]C)=[O:15])[CH2:9]2)[CH:6]=[CH:5][CH:4]=[CH:3][CH:2]=1.[OH-].[Li+]>C1COCC1.O>[C:1]1([CH:7]([C:18]2[CH:19]=[C:20]([CH3:24])[CH:21]=[CH:22][CH:23]=2)[CH:8]2[CH2:12][CH2:11][N:10]([CH2:13][C:14]([OH:16])=[O:15])[CH2:9]2)[CH:2]=[CH:3][CH:4]=[CH:5][CH:6]=1 |f:1.2|. Reported procedure: To a solution of methyl 2-(3-(phenyl(m-tolyl)methyl)pyrrolidin-1-yl)acetate (1.5 g, 4.64 mmol) in THF at 0° C. was added a solution of lithium hydroxide (0.58 g, 13.8 mmol) in water and the reaction mixture was stirred for 4 h. The reaction mixture was concentrated under reduced pressure. To the residue was added water, the pH of the aqueous layer was adjusted to 3 using dil.HCl and extracted with 30% methanol in chloroform. The organic layer was dried over anhydrous sodium sulfate and concentra...